This data is from the Open Reaction Database (ORD), a public repository of structured organic reaction records. The task is: describe an organic reaction: reactants, conditions, products, and yield RXN SMILES: [CH3:2][C:3]([O:4][C:5](=[O:6])[N:9]1[CH2:10][CH2:11][c:12]2[c:13]([F:21])[cH:14][cH:15][c:16]([C:18](=[O:19])[OH:20])[c:17]21)([CH3:7])[CH3:8].[Cl:22][CH2:23][Cl:24].[ClH:1]>>[NH:9]1[CH2:10][CH2:11][c:12]2[c:13]([F:21])[cH:14][cH:15][c:16]([C:18](=[O:19])[OH:20])[c:17]21. Yields the product O=C(O)c1ccc(F)c2c1NCC2. Starting materials: CC(C)(C)OC(=O)N1CCc2c(F)ccc(C(=O)O)c21, ClCCl, Cl. Reactants: [Al+3], ClCCl, CC(=O)Cl, CC1(C)Sc2ccccc2S1, [Cl-], [Cl-], [Cl-]. Yields the product CC(=O)c1ccc2c(c1)SC(C)(C)S2. As a reaction SMILES: [Al+3:2].[CH2:20]([Cl:21])[Cl:22].[CH3:5][C:6]([Cl:7])=[O:8].[CH3:9][C:10]1([CH3:19])[S:11][c:12]2[c:13]([cH:15][cH:16][cH:17][cH:18]2)[S:14]1.[Cl-:1].[Cl-:3].[Cl-:4]>>[CH3:5][C:6](=[O:8])[c:17]1[cH:16][cH:15][c:13]2[c:12]([cH:18]1)[S:11][C:10]([CH3:9])([CH3:19])[S:14]2. Reactants: ClCC1=NC2=CC(=C(C=C2C(=C1C(=O)OCC)C1=CC(=C(C=C1)OC)OC)OC)OC (ethyl 2-chloromethyl-6,7-dimethoxy-4- (3,4-dimethoxyphenyl)quinoline-3-carboxylate), OC1=NC(=CC=C1)C (2-hydroxy-6-methylpyridine), C([O-])([O-])=O.[K+].[K+] (potassium carbonate), CN(C=O)C (N,N-dimethylformamide). Reaction conditions: temperature 120 celsius, time 2 hour. The solvent is O (water). Product: COC=1C=C2C(=C(C(=NC2=CC1OC)COC1=CC=CC(=N1)C)C(=O)OCC)C1=CC(=C(C=C1)OC)OC (ethyl 6,7-dimethoxy-4-(3,4-dimethoxyphenyl)- 2-[(2-methyl-6-pyridyl)oxymethyl]quinoline-3-carboxylate). Reported procedure: A mixture of ethyl 2-chloromethyl-6,7-dimethoxy-4- (3,4-dimethoxyphenyl)quinoline-3-carboxylate (1.5 g), 2-hydroxy-6-methylpyridine (0.4 g), potassium carbonate (0.511 g) and N,N-dimethylformamide (20 ml) was stirred at 120° C. for 2 hours. Then the mixture was poured into water and extracted with ethyl acetate. The ethyl acetate layer was washed with water and dried (MgSO4), and the solvent was distilled off. The residual oil was subjected to column chromatography on silica gel. From the fracti... Isolated yield 45.3%. As a reaction SMILES: Cl[CH2:2][C:3]1[C:12]([C:13]([O:15][CH2:16][CH3:17])=[O:14])=[C:11]([C:18]2[CH:23]=[CH:22][C:21]([O:24][CH3:25])=[C:20]([O:26][CH3:27])[CH:19]=2)[C:10]2[C:5](=[CH:6][C:7]([O:30][CH3:31])=[C:8]([O:28][CH3:29])[CH:9]=2)[N:4]=1.[OH:32][C:33]1[CH:38]=[CH:37][CH:36]=[C:35]([CH3:39])[N:34]=1.C(=O)([O-])[O-].[K+].[K+].CN(C)C=O>O>[CH3:27][O:26][C:20]1[CH:19]=[C:18]2[C:23](=[CH:22][C:21]=1[O:24][CH3:25])[N:4]=[C:3]([CH2:2][O:32][C:33]1[N:34]=[C:35]([CH3:39])[CH:36]=[CH:37][CH:38]=1)[C:12]([C:13]([O:15][CH2:16][CH3:17])=[O:14])=[C:11]2[C:10]1[CH:5]=[CH:6][C:7]([O:30][CH3:31])=[C:8]([O:28][CH3:29])[CH:9]=1 |f:2.3.4|. Reactants: Cc1c([N+](=O)[O-])cccc1[N+](=O)[O-], [K+], [O-][Br+2]([O-])[O-], O, O=S(=O)(O)O. Yields the product Cc1c([N+](=O)[O-])cc(Br)cc1[N+](=O)[O-]. Reaction SMILES: [CH3:1][c:2]1[c:3]([N+:11](=[O:12])[O-:13])[cH:4][cH:5][cH:6][c:7]1[N+:8](=[O:9])[O-:10].[K+:14].[O-:15][Br+2:16]([O-:17])[O-:18].[OH2:19].[S:20](=[O:21])(=[O:22])([OH:23])[OH:24]>>[CH3:1][c:2]1[c:3]([N+:11](=[O:12])[O-:13])[cH:4][c:5]([Br:16])[cH:6][c:7]1[N+:8](=[O:9])[O-:10].